This data is from the Open Reaction Database (ORD), a public repository of structured organic reaction records. The task is: describe an organic reaction: reactants, conditions, products, and yield Starting materials: C1(CCCC1)N1CCN(CC1)C(=O)C=1C=C2C=C(NC2=CC1)C(=O)N1CCC(CC1)(F)F ([5-(4-Cyclopentyl-piperazine-1-carbonyl)-1H-indol-2-yl]-(4,4-difluoro-piperidin-1-yl)-methanone), FC=1C=C(C=CC1)B(O)O (3-fluorphenylboronic acid), N1=CC=CC=C1 (pyridine). Reagents/catalysts: C(C)(=O)[O-].[Cu+2].C(C)(=O)[O-] (copper(II) acetate). Run in ClCCl (dichloromethane). Product: C1(CCCC1)N1CCN(CC1)C(=O)C=1C=C2C=C(N(C2=CC1)C1=CC(=CC=C1)F)C(=O)N1CCC(CC1)(F)F ([5-(4-Cyclopentyl-piperazine-1-carbonyl)-1-(3-fluoro-phenyl)-1H-indol-2-yl]-(4,4-difluoro-piperidin-1-yl)-methanone). The yield is 78.0%. Reaction SMILES: [CH:1]1([N:6]2[CH2:11][CH2:10][N:9]([C:12]([C:14]3[CH:15]=[C:16]4[C:20](=[CH:21][CH:22]=3)[NH:19][C:18]([C:23]([N:25]3[CH2:30][CH2:29][C:28]([F:32])([F:31])[CH2:27][CH2:26]3)=[O:24])=[CH:17]4)=[O:13])[CH2:8][CH2:7]2)[CH2:5][CH2:4][CH2:3][CH2:2]1.[F:33][C:34]1[CH:35]=[C:36](B(O)O)[CH:37]=[CH:38][CH:39]=1.N1C=CC=CC=1>ClCCl.C([O-])(=O)C.[Cu+2].C([O-])(=O)C>[CH:1]1([N:6]2[CH2:7][CH2:8][N:9]([C:12]([C:14]3[CH:15]=[C:16]4[C:20](=[CH:21][CH:22]=3)[N:19]([C:38]3[CH:37]=[CH:36][CH:35]=[C:34]([F:33])[CH:39]=3)[C:18]([C:23]([N:25]3[CH2:26][CH2:27][C:28]([F:31])([F:32])[CH2:29][CH2:30]3)=[O:24])=[CH:17]4)=[O:13])[CH2:10][CH2:11]2)[CH2:5][CH2:4][CH2:3][CH2:2]1 |f:4.5.6|. Procedure: The title compound was synthesized in analogy to example 66, from [5-(4-cyclopentyl-piperazine-1-carbonyl)-1H-indol-2-yl]-(4,4-difluoro-piperidin-1-yl)-methanone (example 8), 3-fluorphenylboronic acid, copper(II) acetate and pyridine in dichloromethane, to give the desired product as a white foam (78%). Starting materials: C=CC(C)=C (isoprene), C1(=CC=C(C=C1)C)C (para-xylene). Run at temperature 20 celsius. The product is CC1(CCC2=C(C=CC(=C12)C)C)C (1,1,4,7-Tetramethyl Indane). Reaction SMILES: [CH2:1]=[CH:2][C:3](=[CH2:5])[CH3:4].[C:6]1([CH3:13])[CH:11]=[CH:10][C:9]([CH3:12])=[CH:8][CH:7]=1>>[CH3:4][C:3]1([CH3:5])[C:8]2[C:7](=[C:6]([CH3:13])[CH:11]=[CH:10][C:9]=2[CH3:12])[CH2:1][CH2:2]1. Procedure details: Over a period of 4.25 hours while maintaining the reaction mass at 20° C., a mixture of 540 grams (8.0 moles) of isoprene and 1590 grams (15 moles) of para-xylene is added to the reaction mass. Starting materials: C(C1=CC=CC=C1)C(C(=O)OCC)C(=O)OCC (diethyl benzylmalonate), BrCC#CC (1-bromo-2-butyne), C(C1=CC=CC=C1)C(C(=O)OCC)(CC#CC)C(=O)OCC (ethyl 2-benzyl-2-carboethoxyhex-4-ynoate), C(C1=CC=CC=C1)C(C(=O)OCC)(CC#C)C(=O)OCC (ethyl 2-benzyl-2-carboethoxypent-4-ynoate), C(C1=CC=CC=C1)C(C(=O)OCC)C(=O)OCC (diethyl benzylmalonate). The product is C(=O)(OCC)C(C(=O)OCC)(CCCC)CC#C (Ethyl 2-Carboethoxy-2-propargylhexanoate). As a reaction SMILES: C(C(C(OCC)=O)C(OCC)=O)C1C=CC=CC=1.[CH2:19]([C:26]([C:35]([O:37][CH2:38][CH3:39])=[O:36])([CH2:32][C:33]#[CH:34])[C:27]([O:29][CH2:30][CH3:31])=[O:28])[C:20]1C=CC=[CH:22][CH:21]=1.BrCC#CC.C(C(C(OCC)=O)(CC#CC)C(OCC)=O)C1C=CC=CC=1>>[C:35]([C:26]([CH2:32][C:33]#[CH:34])([CH2:19][CH2:20][CH2:21][CH3:22])[C:27]([O:29][CH2:30][CH3:31])=[O:28])([O:37][CH2:38][CH3:39])=[O:36]. Procedure details: Proceeding similarly, but replacing diethyl n-butylmalonate with diethyl benzylmalonate, ethyl 2-benzyl-2-carboethoxypent-4-ynoate was prepared. Also by replacing diethyl n-butylmalonate with diethyl benzylmalonate, replacing propargyl bromide with 1-bromo-2-butyne, ethyl 2-benzyl-2-carboethoxyhex-4-ynoate was prepared. Reported procedure: A solution of 17β-hydroxy-1α-methyl-4-androsten-19-one propionate and sodium carbonate in aqueous methanol is refluxed under nitrogen for approximately 2 hours and poured onto water. The oil which forms is extracted with ether. The ether extract is washed with water, dried over sodium sulfate, and concentrated under reduced pressure. The residue which remains is eluted from silica gel with benzene and crystallized from hexane to yield 17β-hydroxy-1α-methyl-4-androsten-19-one. As a reaction SMILES: C(O)(=O)CC.[OH:6][C@H:7]1[CH2:12][CH2:11][C@H:10]2[C@H:13]3[C@H:24]([CH2:25][CH2:26][C@:8]12[CH3:9])[C@:21]1([CH:22]=[O:23])[C:16](=[CH:17][CH2:18][CH2:19][C@@H:20]1[CH3:27])[CH2:15][CH2:14]3.C(=O)([O-])[O-].[Na+].[Na+]>CO>[OH:6][C@H:7]1[CH2:12][CH2:11][C@H:10]2[C@H:13]3[C@H:24]([CH2:25][CH2:26][C@:8]12[CH3:9])[C@:21]1([CH:22]=[O:23])[C:16](=[CH:17][CH2:18][CH2:19][C@@H:20]1[CH3:27])[CH2:15][CH2:14]3 |f:0.1,2.3.4|. The solvent is CO (methanol). Reactants: C(CC)(=O)O.O[C@@H]1[C@]2(C)[C@@H](CC1)[C@@H]1CCC3=CCC[C@@H]([C@]3(C=O)[C@H]1CC2)C (17β-hydroxy-1α-methyl-4-androsten-19-one propionate), C([O-])([O-])=O.[Na+].[Na+] (sodium carbonate). The product is O[C@@H]1[C@]2(C)[C@@H](CC1)[C@@H]1CCC3=CCC[C@@H]([C@]3(C=O)[C@H]1CC2)C (17β-hydroxy-1α-methyl-4-androsten-19-one). The reactants are CC(=O)[O-], CC(Nc1nc(Nc2cc(C3CC3)[nH]n2)ccc1[N+](=O)[O-])c1ccc(F)cc1, [Cl-], [NH4+], [NH4+], [Zn]. Product: CC(Nc1nc(Nc2cc(C3CC3)[nH]n2)ccc1N)c1ccc(F)cc1. Reaction SMILES: [CH3:32][C:33](=[O:34])[O-:35].[CH:1]1([c:4]2[cH:5][c:6]([NH:9][c:10]3[cH:11][cH:12][c:13]([N+:26]([O-:27])=[O:28])[c:14]([NH:16][CH:17]([CH3:18])[c:19]4[cH:20][cH:21][c:22]([F:25])[cH:23][cH:24]4)[n:15]3)[n:7][nH:8]2)[CH2:2][CH2:3]1.[Cl-:29].[NH4+:30].[NH4+:31].[Zn:36]>>[CH:1]1([c:4]2[cH:5][c:6]([NH:9][c:10]3[cH:11][cH:12][c:13]([NH2:26])[c:14]([NH:16][CH:17]([CH3:18])[c:19]4[cH:20][cH:21][c:22]([F:25])[cH:23][cH:24]4)[n:15]3)[n:7][nH:8]2)[CH2:2][CH2:3]1. Starting materials: CN(C=NC(=O)C1=CN(C(C=C1OC1=CC=CC=C1)=O)C1=CC=CC=C1)C (N,N-dimethyl-N′-[(6-oxo-4-phenoxy-1-phenyl-1,6-dihydropyridin-3-yl)carbonyl]formamidine), O=C1C=C(C(=CN1C1=CC=CC=C1)C(=O)N)OC1=CC=CC=C1 (6-oxo-4-phenoxy-1-phenyl-1,6-dihydropyridine-3-carboxamide), COC(N(C)C)OC (N,N-dimethylformamide dimethyl acetal). Run at temperature 120 celsius, time 90 minute. Product: O(C1=CC=CC=C1)C1=CC(N(C=C1C1=NNC=N1)C1=CC=CC=C1)=O (4-phenoxy-5-(1H-1,2,4-triazol-3-yl)-1-phenylpyridin-2(1H)-one). Isolated yield 82.0%. RXN SMILES: C[N:2](C)[CH:3]=[N:4][C:5]([C:7]1[C:12]([O:13][C:14]2[CH:19]=[CH:18][CH:17]=[CH:16][CH:15]=2)=[CH:11][C:10](=[O:20])[N:9]([C:21]2[CH:26]=[CH:25][CH:24]=[CH:23][CH:22]=2)[CH:8]=1)=O.O=C1[N:34](C2C=CC=CC=2)C=C(C(N)=O)C(OC2C=CC=CC=2)=C1.COC(OC)N(C)C>>[O:13]([C:12]1[C:7]([C:5]2[N:4]=[CH:3][NH:2][N:34]=2)=[CH:8][N:9]([C:21]2[CH:22]=[CH:23][CH:24]=[CH:25][CH:26]=2)[C:10](=[O:20])[CH:11]=1)[C:14]1[CH:19]=[CH:18][CH:17]=[CH:16][CH:15]=1. Procedure: Preparation of N,N-dimethyl-N′-[(6-oxo-4-phenoxy-1-phenyl-1,6-dihydropyridin-3-yl)carbonyl]formamidine: A mixture of 6-oxo-4-phenoxy-1-phenyl-1,6-dihydropyridine-3-carboxamide (195 mg, 0.64 mmol) and N,N-dimethylformamide dimethyl acetal (270 mg, 2.3 mmol) was stirred at 120° C. for 90 min. Then the mixture was cooled down to room temperature and evaporated in vacuo. The residue was crystallized on treatment with Et2O (15 mL). The solid product was filtered and washed with Et2O (2×10 mL) to yiel...